This data is from the Open Reaction Database (ORD), a public repository of structured organic reaction records. The task is: describe an organic reaction: reactants, conditions, products, and yield The reactants are ClCCl, CCOc1cc(C(CC(C)O)N2C(=O)c3cccc(N)c3C2=O)ccc1OC, O=[Cr](=O)([O-])Cl, c1cc[nH+]cc1. Product: CCOc1cc(C(CC(C)=O)N2C(=O)c3cccc(N)c3C2=O)ccc1OC. As a reaction SMILES: [CH2:40]([Cl:41])[Cl:42].[NH2:1][c:2]1[c:3]2[c:7]([cH:8][cH:9][cH:10]1)[C:6](=[O:11])[N:5]([CH:12]([CH2:13][CH:14]([CH3:15])[OH:16])[c:17]1[cH:18][c:19]([O:25][CH2:26][CH3:27])[c:20]([O:23][CH3:24])[cH:21][cH:22]1)[C:4]2=[O:28].[O:29]=[Cr:30]([Cl:31])([O-:32])=[O:33].[nH+:34]1[cH:35][cH:36][cH:37][cH:38][cH:39]1>>[NH2:1][c:2]1[c:3]2[c:7]([cH:8][cH:9][cH:10]1)[C:6](=[O:11])[N:5]([CH:12]([CH2:13][C:14]([CH3:15])=[O:16])[c:17]1[cH:18][c:19]([O:25][CH2:26][CH3:27])[c:20]([O:23][CH3:24])[cH:21][cH:22]1)[C:4]2=[O:28]. The reactants are OC1CC(OC(C1)C)=O (4-hydroxy-6-methyltetrahydropyran-2-one), N1=CC=CC=C1 (pyridine), starting material, S(=O)(=O)(C)Cl (mesyl chloride). Run in ClCCl (dichloromethane). Conditions: time 15 minute. Yields the product S(=O)(=O)(C)OC1CC(OC(C1)C)=O (4-mesyloxy-6-methyl-tetrahydropyran-2-one). Reaction SMILES: [OH:1][CH:2]1[CH2:7][CH:6]([CH3:8])[O:5][C:4](=[O:9])[CH2:3]1.N1C=CC=CC=1.[S:16](Cl)([CH3:19])(=[O:18])=[O:17]>ClCCl>[S:16]([O:1][CH:2]1[CH2:7][CH:6]([CH3:8])[O:5][C:4](=[O:9])[CH2:3]1)([CH3:19])(=[O:18])=[O:17]. Procedure: To a solution of 4-hydroxy-6-methyltetrahydropyran-2-one (1.5 parts) in dichloromethane (40 parts) was added pyridine (1.1 parts) and then, over 15 minutes, mesyl chloride (1.65 parts). The reaction was set aside at ambient temperature under N2 for 18 hours at which point GLC analysis indicated less than 1.5% of the starting material remained. The reaction mixture was filtered and the organic phase then washed with water before evaporating to obtain 4-mesyloxy-6-methyl-tetrahydropyran-2-one (0.5... Starting materials: C(C1=CC=CC=C1)=C1N=C(OC1=O)C1=C(C=CC=C1)Cl (4-Benzylidene-2-(2-chloro-phenyl)-4H-oxazol-5-one), [Al+3].[Cl-].[Cl-].[Cl-] (AlCl3). Run in ClCC(Cl)(Cl)Cl (tetrachloroethane), ClCC(Cl)(Cl)Cl (tetrachloroethane). Reaction conditions: temperature 60 celsius. Product: ClC1=C(C=CC=C1)C1=NC(=CC2=CC=CC=C12)C(=O)O (1-(2-Chloro-phenyl)-isoquinoline-3-carboxylic acid). Yield: 35.0%. Reaction SMILES: [CH:1](=[C:8]1[C:12](=[O:13])[O:11][C:10]([C:14]2[CH:19]=[CH:18][CH:17]=[CH:16][C:15]=2[Cl:20])=[N:9]1)[C:2]1[CH:7]=[CH:6][CH:5]=[CH:4][CH:3]=1.[Al+3].[Cl-].[Cl-].[Cl-]>ClCC(Cl)(Cl)Cl>[Cl:20][C:15]1[CH:16]=[CH:17][CH:18]=[CH:19][C:14]=1[C:10]1[C:7]2[C:2](=[CH:3][CH:4]=[CH:5][CH:6]=2)[CH:1]=[C:8]([C:12]([OH:11])=[O:13])[N:9]=1 |f:1.2.3.4|. Procedure: A solution of 22 (12 mmol) in tetrachloroethane was added to the suspension of AlCl3 (36 mmol) in tetrachloroethane (50 ml). The resulting mixture was heated to 60° C. for 1.5 hrs. The reaction mixture was quenched by addition of 1 M HCl (50 ml). Then, the mixture was basified by addition of NaOH (1M aqueous solution), the resulted layers were separated, and the aqueous layer was acidified by HCl (aqueous solution). This aqueous phase was extracted with CH2Cl2, dried over MgSO4 and finally the s... The reactants are CSC1=NC=CC(=N1)C=1C=C(N=NC1C1=CC(=CC=C1)C(F)(F)F)OS(=O)(=O)C(F)(F)F (Trifluoromethanesulfonic Acid 5-(2-methylsulfanylpyrimidine-4-yl)-6-(3-trifluoromethylphenyl)pyridazin-3-yl Ester), N1CCOCC1 (morpholine). Run at temperature 80 celsius. The product is CSC1=NC=CC(=N1)C=1C=C(N=NC1C1=CC(=CC=C1)C(F)(F)F)N1CCOCC1 (4-[5-(2-Methylsulfanylpyrimidin-4-yl)-6-(3-trifluoromethylphenyl)-pyridazin-3-yl]morpholine). Reaction SMILES: [CH3:1][S:2][C:3]1[N:8]=[C:7]([C:9]2[CH:10]=[C:11](OS(C(F)(F)F)(=O)=O)[N:12]=[N:13][C:14]=2[C:15]2[CH:20]=[CH:19][CH:18]=[C:17]([C:21]([F:24])([F:23])[F:22])[CH:16]=2)[CH:6]=[CH:5][N:4]=1.[NH:33]1[CH2:38][CH2:37][O:36][CH2:35][CH2:34]1>>[CH3:1][S:2][C:3]1[N:8]=[C:7]([C:9]2[CH:10]=[C:11]([N:33]3[CH2:38][CH2:37][O:36][CH2:35][CH2:34]3)[N:12]=[N:13][C:14]=2[C:15]2[CH:20]=[CH:19][CH:18]=[C:17]([C:21]([F:23])([F:22])[F:24])[CH:16]=2)[CH:6]=[CH:5][N:4]=1. Procedure: Compound 74 (180 mg, 0.363 mmol) and morpholine (˜1 mL) were combined under Argon and heated to 80° C. for 2 h. Purification by flash column chromatography (hexane ethyl acetate 50:50) gave Compound 75 as an oil: 104 mg (0.240 mmol, 66%) Reactants: Cc1ccc([N+](=O)[O-])cc1S(=O)(=O)OS(=O)(=O)c1cc([N+](=O)[O-])ccc1C, O=S(=O)=O, O. Yields the product Cc1ccc([N+](=O)[O-])cc1S(=O)(=O)O. Reaction SMILES: [N+:5](=[O:6])([O-:7])[c:8]1[cH:9][c:10]([S:15](=[O:16])(=[O:17])[O:18][S:19]([c:20]2[c:21]([CH3:22])[cH:23][cH:24][c:25]([N+:26]([O-:27])=[O:28])[cH:29]2)(=[O:30])=[O:31])[c:11]([CH3:14])[cH:12][cH:13]1.[O:1]=[S:2](=[O:3])=[O:4].[OH2:32]>>[N+:5](=[O:6])([O-:7])[c:8]1[cH:9][c:10]([S:15](=[O:16])(=[O:17])[OH:18])[c:11]([CH3:14])[cH:12][cH:13]1.